This data is from the Open Reaction Database (ORD), a public repository of structured organic reaction records. The task is: describe an organic reaction: reactants, conditions, products, and yield Starting materials: Cl.C(C)(C)(C)C1=CC(=C(C=N1)C=1N([C@]([C@](N1)(C)C1=CC=C(C=C1)Cl)(C)C1=CC=C(C=C1)Cl)C(=O)N1CCN(CC1)CC(=O)O)OCC ({4-[(4S,5R)-2-(6-tert-Butyl-4-ethoxy-pyridin-3-yl)-4,5-bis-(4-chloro-phenyl)-4,5-dimethyl-4,5-dihydro-imidazole-1-carbonyl]-piperazin-1-yl}-acetic acid hydrochloride), NC1=CC=CC=C1 (aniline). Product: C(C)(C)(C)C1=CC(=C(C=N1)C=1N([C@]([C@](N1)(C)C1=CC=C(C=C1)Cl)(C)C1=CC=C(C=C1)Cl)C(=O)N1CCN(CC1)CC(=O)NC1=CC=CC=C1)OCC (2-{4-[(4S,5R)-2-(6-tert-Butyl-4-ethoxy-pyridin-3-yl)-4,5-bis-(4-chloro-phenyl)-4,5-dimethyl-4,5-dihydro-imidazole-1-carbonyl]-piperazin-1-yl}-N-phenyl-acetamide). Reaction SMILES: Cl.[C:2]([C:6]1[N:11]=[CH:10][C:9]([C:12]2[N:13]([C:33]([N:35]3[CH2:40][CH2:39][N:38]([CH2:41][C:42]([OH:44])=O)[CH2:37][CH2:36]3)=[O:34])[C@@:14]([C:26]3[CH:31]=[CH:30][C:29]([Cl:32])=[CH:28][CH:27]=3)([CH3:25])[C@@:15]([C:18]3[CH:23]=[CH:22][C:21]([Cl:24])=[CH:20][CH:19]=3)([CH3:17])[N:16]=2)=[C:8]([O:45][CH2:46][CH3:47])[CH:7]=1)([CH3:5])([CH3:4])[CH3:3].[NH2:48][C:49]1[CH:54]=[CH:53][CH:52]=[CH:51][CH:50]=1>>[C:2]([C:6]1[N:11]=[CH:10][C:9]([C:12]2[N:13]([C:33]([N:35]3[CH2:36][CH2:37][N:38]([CH2:41][C:42]([NH:48][C:49]4[CH:54]=[CH:53][CH:52]=[CH:51][CH:50]=4)=[O:44])[CH2:39][CH2:40]3)=[O:34])[C@@:14]([C:26]3[CH:27]=[CH:28][C:29]([Cl:32])=[CH:30][CH:31]=3)([CH3:25])[C@@:15]([C:18]3[CH:23]=[CH:22][C:21]([Cl:24])=[CH:20][CH:19]=3)([CH3:17])[N:16]=2)=[C:8]([O:45][CH2:46][CH3:47])[CH:7]=1)([CH3:5])([CH3:4])[CH3:3] |f:0.1|. Reported procedure: In a manner analogous to the method described in examples 99, {4-[(4S,5R)-2-(6-tert-butyl-4-ethoxy-pyridin-3-yl)-4,5-bis-(4-chloro-phenyl)-4,5-dimethyl-4,5-dihydro-imidazole-1-carbonyl]-piperazin-1-yl}-acetic acid hydrochloride (example 94) was coupled with aniline to give the title compound. HR-MS (ES, m/z) calculated for C41H47Cl2N6O3 [(M+H)+] 741.3081, observed 741.3079. Reactants: ice water, [N+](=O)([O-])C1=CC=C(CO)C=C1 (p-nitrobenzyl alcohol), CN(C1=CC=CC=C1)C (N,N-dimethylaniline), BrCC(=O)Br (bromoacetyl bromide). Procedure details: To a mixture of p-nitrobenzyl alcohol (45 g) and N,N-dimethylaniline (37.2 ml) in a mixture of diisopropyl ether and diethyl ether (300 ml) was added dropwise bromoacetyl bromide (25 ml) at 30° to 35° C., and the reaction mxture was stirred at the same temperature for an hour. After the reaction mixture was poured into ice-water, the separated organic layer was washed with 5% aqueous sodium bicarbonate. The solution was evaporated under reduced pressure to give p-nitrobenzyl bromoacetate. To a s... Product: BrCC(=O)OCC1=CC=C(C=C1)[N+](=O)[O-] (p-nitrobenzyl bromoacetate). Run in C(C)(C)OC(C)C (diisopropyl ether), C(C)OCC (diethyl ether). Reaction SMILES: [N+:1]([C:4]1[CH:11]=[CH:10][C:7]([CH2:8][OH:9])=[CH:6][CH:5]=1)([O-:3])=[O:2].CN(C)C1C=CC=CC=1.[Br:21][CH2:22][C:23](Br)=[O:24]>C(OC(C)C)(C)C.C(OCC)C>[Br:21][CH2:22][C:23]([O:9][CH2:8][C:7]1[CH:6]=[CH:5][C:4]([N+:1]([O-:3])=[O:2])=[CH:11][CH:10]=1)=[O:24]. Reactants: C(C)C1(CC1)C(=O)Cl (1-ethylcyclopropanecarboxylic acid chloride), C(#N)[Cu] (CuCN). Solvent: C(C)#N.ClC=C(Cl)Cl (acetonitrile trichloroethylene). The product is C(C)C1(CC1)C(=O)C#N (1-ethylcyclopropylcarboxylic acid cyanide). Yield: 77.3%. Reaction SMILES: [CH2:1]([C:3]1([C:6](Cl)=[O:7])[CH2:5][CH2:4]1)[CH3:2].[C:9]([Cu])#[N:10]>C(#N)C.ClC=C(Cl)Cl>[CH2:1]([C:3]1([C:6]([C:9]#[N:10])=[O:7])[CH2:5][CH2:4]1)[CH3:2] |f:2.3|. Procedure: 90.5 g of 1-ethylcyclopropanecarboxylic acid chloride is stirred in 100 ml of acetonitrile:trichloroethylene (1:1) with 79.3 g of CuCN for 12 hours at 80° C. The cooled suspension is filtered, the filtrate is evaporated to dryness and the residue is distilled to yield 65 g of colourless 1-ethylcyclopropylcarboxylic acid cyanide having a boiling point at 60 millibars of 88° C.